The task is: describe an organic reaction: reactants, conditions, products, and yield. This data is from the Open Reaction Database (ORD), a public repository of structured organic reaction records. Reactants: FC=1C(=C(C=CC1)C(CC(C(=O)OCC)(C(F)(F)F)O)CCC)OC (ethyl 4-(3-fluoro-2-methoxyphenyl)-2-hydroxy-2-(trifluoromethyl)-heptanoate), solid, [H-].[Al+3].[Li+].[H-].[H-].[H-] (lithium aluminum hydride), C(C)(=O)OCC (ethyl acetate), O (water). Solvent: C(C)OCC (diethyl ether). Reaction conditions: temperature -15 celsius, time 1.5 hour. Yields the product FC=1C(=C(C=CC1)C(CC(C=O)(C(F)(F)F)O)CCC)OC (4-(3-fluoro-2-methoxyphenyl)-2-hydroxy-2-(trifluoromethyl)heptanal). Yield: 91.8%. Reaction SMILES: [F:1][C:2]1[C:3]([O:24][CH3:25])=[C:4]([CH:8]([CH2:21][CH2:22][CH3:23])[CH2:9][C:10]([OH:20])([C:16]([F:19])([F:18])[F:17])[C:11](OCC)=[O:12])[CH:5]=[CH:6][CH:7]=1.[H-].[Al+3].[Li+].[H-].[H-].[H-].C(OCC)(=O)C.O>C(OCC)C>[F:1][C:2]1[C:3]([O:24][CH3:25])=[C:4]([CH:8]([CH2:21][CH2:22][CH3:23])[CH2:9][C:10]([OH:20])([C:16]([F:19])([F:18])[F:17])[CH:11]=[O:12])[CH:5]=[CH:6][CH:7]=1 |f:1.2.3.4.5.6|. Procedure details: 698 mg (2.56 mmol) of 1,1′-bi-2-naphthol are admixed with 2.56 ml (1.28 mmol) of a 0.5 M titanium tetraisopropoxide solution in toluene and the red solution is stirred at room temperature for 2 hours. 4.26 g (21.9 mmol) of 2-fluoro-6-(1-methylenbutyl)anisole and 5.7 ml (44 mmol) of ethyl trifluoropyruvate are added and the mixture is heated at 140° C. for 18 hours. After cooling it is immediately purified by column chromatography on silica gel (hexane/ethyl acetate 0-15%) to give 5.82 g of ethyl...